Dataset: the Open Reaction Database (ORD), a public repository of structured organic reaction records. Task: describe an organic reaction: reactants, conditions, products, and yield The reactants are C1CCOC1, C=C1CCC(C)(C(=O)OC)CC1, [Cl-], [H][H], [Na+], [Na+], [OH-], O, OO. Yields the product COC(=O)C1(C)CCC(CO)CC1. As a reaction SMILES: [CH2:21]1[O:22][CH2:23][CH2:24][CH2:25]1.[CH3:1][C:2]1([C:9](=[O:10])[O:11][CH3:12])[CH2:3][CH2:4][C:5](=[CH2:8])[CH2:6][CH2:7]1.[Cl-:20].[H:13][H:14].[Na+:16].[Na+:19].[OH-:15].[OH2:26].[OH:17][OH:18]>>[CH3:1][C:2]1([C:9](=[O:10])[O:11][CH3:12])[CH2:3][CH2:4][CH:5]([CH2:8][OH:15])[CH2:6][CH2:7]1. The reactants are C(C)OCC (diethyl ether), C(Cl)Cl (methylene chloride), C(Cl)Cl (methylene chloride), BrC(C1=NSC2=C1C=C(C=C2)N2C(N(C(=CC2=O)C(F)(F)F)C)=O)Br (3-[3-(dibromomethyl)-1,2-benzisothiazol-5-yl]-1-methyl-6-(trifluoromethyl)-2,4(1H,3H)-pyrimidinedione), [Cl-].[Li+] (lithium chloride). The solvent is C(C)(=O)OCC (ethyl acetate), CN(C=O)C (N,N-dimethylformamide). The product is ClC(C1=NSC2=C1C=C(C=C2)N2C(N(C(=CC2=O)C(F)(F)F)C)=O)Cl (3-[3-(Dichloromethyl)-1,2-benzisothiazol-5-yl]-1-methyl-6-(trifluoromethyl)-2,4(1H,3H)-pyrimidinedione). RXN SMILES: BrC(Br)[C:3]1[C:7]2[CH:8]=[C:9]([N:12]3[C:17](=[O:18])[CH:16]=[C:15]([C:19]([F:22])([F:21])[F:20])[N:14]([CH3:23])[C:13]3=[O:24])[CH:10]=[CH:11][C:6]=2[S:5][N:4]=1.[Cl-].[Li+].C(OCC)C.[CH2:33]([Cl:35])[Cl:34]>CN(C)C=O.C(OCC)(=O)C>[Cl:34][CH:33]([Cl:35])[C:3]1[C:7]2[CH:8]=[C:9]([N:12]3[C:17](=[O:18])[CH:16]=[C:15]([C:19]([F:21])([F:22])[F:20])[N:14]([CH3:23])[C:13]3=[O:24])[CH:10]=[CH:11][C:6]=2[S:5][N:4]=1 |f:1.2|. Reported procedure: A solution of 3-[3-(dibromomethyl)-1,2-benzisothiazol-5-yl]-1-methyl-6-(trifluoromethyl)-2,4(1H,3H)-pyrimidinedione (0.750 g, 0.00150 mol) and lithium chloride (0.950 g, 0.0225 mol) in N,N-dimethylformamide is stirred at room temperature for 48 hours and diluted with ethyl acetate. The resultant mixture is washed sequentially with water and brine, dried over anhydrous magnesium sulfate, and concentrated in vacuo to obtain a foam. Column chromatography of the foam using silica gel, methylene chlo...